Dataset: the Open Reaction Database (ORD), a public repository of structured organic reaction records. Task: describe an organic reaction: reactants, conditions, products, and yield Starting materials: BrB(Br)Br, COc1ccc2[nH]ccc2c1[N+](=O)[O-], ClCCl, O. Product: O=[N+]([O-])c1c(O)ccc2[nH]ccc12. RXN SMILES: [B:15]([Br:16])([Br:17])[Br:18].[CH3:1][O:2][c:3]1[c:4]([N+:12](=[O:13])[O-:14])[c:5]2[cH:6][cH:7][nH:8][c:9]2[cH:10][cH:11]1.[Cl:19][CH2:20][Cl:21].[OH2:22]>>[OH:2][c:3]1[c:4]([N+:12](=[O:13])[O-:14])[c:5]2[cH:6][cH:7][nH:8][c:9]2[cH:10][cH:11]1. Starting materials: solution, Cl (hydrogen chloride), ClC1=C(C=CC(=C1COC=1C=CC=C2C=CC(=NC12)C)Cl)N1C(=CC=C1)CNC(C=CC1=CC=C(C=C1)C(NC)=O)=O (1-[2,4-dichloro-3-(2-methylquinolin-8-yloxymethyl)phenyl]-2-[4-(methylcarbamoyl)cinnamoylaminomethyl]pyrrole). The solvent is CO (methanol), CO (methanol). Run at time 10 minute. Yields the product Cl.ClC1=C(C=CC(=C1COC=1C=CC=C2C=CC(=NC12)C)Cl)N1C(=CC=C1)CNC(C=CC1=CC=C(C=C1)C(NC)=O)=O (1-[2,4-dichloro-3-(2-methylquinolin-8-yloxymethyl)phenyl]-2-[4-(methylcarbamoyl)cinnamoylaminomethyl]pyrrole hydrochloride). Yield: 172.4%. As a reaction SMILES: [Cl:1][C:2]1[C:7]([CH2:8][O:9][C:10]2[CH:11]=[CH:12][CH:13]=[C:14]3[C:19]=2[N:18]=[C:17]([CH3:20])[CH:16]=[CH:15]3)=[C:6]([Cl:21])[CH:5]=[CH:4][C:3]=1[N:22]1[CH:26]=[CH:25][CH:24]=[C:23]1[CH2:27][NH:28][C:29](=[O:42])[CH:30]=[CH:31][C:32]1[CH:37]=[CH:36][C:35]([C:38](=[O:41])[NH:39][CH3:40])=[CH:34][CH:33]=1.Cl>CO>[ClH:1].[Cl:1][C:2]1[C:7]([CH2:8][O:9][C:10]2[CH:11]=[CH:12][CH:13]=[C:14]3[C:19]=2[N:18]=[C:17]([CH3:20])[CH:16]=[CH:15]3)=[C:6]([Cl:21])[CH:5]=[CH:4][C:3]=1[N:22]1[CH:26]=[CH:25][CH:24]=[C:23]1[CH2:27][NH:28][C:29](=[O:42])[CH:30]=[CH:31][C:32]1[CH:33]=[CH:34][C:35]([C:38](=[O:41])[NH:39][CH3:40])=[CH:36][CH:37]=1 |f:3.4|. Reported procedure: To a suspension of 1-[2,4-dichloro-3-(2-methylquinolin-8-yloxymethyl)phenyl]-2-[4-(methylcarbamoyl)cinnamoylaminomethyl]pyrrole (35 mg) in methanol (2 ml) was added 10% solution of hydrogen chloride in methanol (0.3 ml) and allowed to stand for 10 minutes. The reaction mixture was evaporated in vacuo and hydrogen chloride was azeotropically removed with methanol. The residue was dried at ambient temperature for 6 hours in vacuo and solidified with ethyl acetate to give 1-[2,4-dichloro-3-(2-methy... Reactants: O=C([O-])[O-], CCOC(C)=O, CC(=O)O, CC(C)O, [Fe], [K+], [K+], O=[N+]([O-])c1c(OCCCN2CCN(c3ccccc3)CC2)ccc2c1CCCC2, O. Yields the product Nc1c(OCCCN2CCN(c3ccccc3)CC2)ccc2c1CCCC2. As a reaction SMILES: [C:38](=[O:39])([O-:40])[O-:41].[CH3:46][CH2:47][O:48][C:49](=[O:50])[CH3:51].[CH3:5][C:6](=[O:7])[OH:8].[CH:1]([OH:2])([CH3:3])[CH3:4].[Fe:45].[K+:42].[K+:43].[N+:9]([O-:10])(=[O:11])[c:12]1[c:13]([O:22][CH2:23][CH2:24][CH2:25][N:26]2[CH2:27][CH2:28][N:29]([c:32]3[cH:33][cH:34][cH:35][cH:36][cH:37]3)[CH2:30][CH2:31]2)[cH:14][cH:15][c:16]2[c:21]1[CH2:20][CH2:19][CH2:18][CH2:17]2.[OH2:44]>>[NH2:9][c:12]1[c:13]([O:22][CH2:23][CH2:24][CH2:25][N:26]2[CH2:27][CH2:28][N:29]([c:32]3[cH:33][cH:34][cH:35][cH:36][cH:37]3)[CH2:30][CH2:31]2)[cH:14][cH:15][c:16]2[c:21]1[CH2:20][CH2:19][CH2:18][CH2:17]2. Reactants: CN, CC(=O)O, O=C(O)c1c(Cl)cc(Cl)c(Cl)c1C(=O)O. Product: CN1C(=O)c2c(Cl)cc(Cl)c(Cl)c2C1=O. Reaction SMILES: [CH3:16][NH2:17].[CH3:18][C:19](=[O:20])[OH:21].[Cl:1][c:2]1[c:3]([C:13](=[O:14])[OH:15])[c:4]([C:5](=[O:6])[OH:7])[c:8]([Cl:12])[cH:9][c:10]1[Cl:11]>>[Cl:1][c:2]1[c:3]2[c:4]([c:8]([Cl:12])[cH:9][c:10]1[Cl:11])[C:5](=[O:6])[N:17]([CH3:16])[C:13]2=[O:15]. The product is CC(C)(C)OC(=O)NCCCCNc1c(N)cnc2cc(OCc3ccccc3)ccc12. Starting materials: CC(C)(C)OC(=O)NCCCCNc1c([N+](=O)[O-])cnc2cc(OCc3ccccc3)ccc12, Cc1ccccc1, [H][H]. RXN SMILES: [CH2:1]([c:2]1[cH:3][cH:4][cH:5][cH:6][cH:7]1)[O:8][c:9]1[cH:10][cH:11][c:12]2[c:13]([NH:22][CH2:23][CH2:24][CH2:25][CH2:26][NH:27][C:28]([O:29][C:30]([CH3:31])([CH3:32])[CH3:33])=[O:34])[c:14]([N+:19]([O-:20])=[O:21])[cH:15][n:16][c:17]2[cH:18]1.[CH3:37][c:38]1[cH:39][cH:40][cH:41][cH:42][cH:43]1.[H:35][H:36]>>[CH2:1]([c:2]1[cH:3][cH:4][cH:5][cH:6][cH:7]1)[O:8][c:9]1[cH:10][cH:11][c:12]2[c:13]([NH:22][CH2:23][CH2:24][CH2:25][CH2:26][NH:27][C:28]([O:29][C:30]([CH3:31])([CH3:32])[CH3:33])=[O:34])[c:14]([NH2:19])[cH:15][n:16][c:17]2[cH:18]1. Procedure details: 2-(2,8-dimethyl-3,4-dihydro-1H-pyrido[4,3-b]indol-5(2H)-yl)acetic acid (1.5 g, 5.8 mmol) was taken in dichloromethane (15 mL) and was cooled to 0° C. using an ice-bath; oxalyl chloride (0.61 mL, 6.9 mmol) was added drop-wise, catalytic amount (2 drop) of dimethyl formamide was added to the reaction mixture. After the addition, reaction mixture was stirred for 1 h at room temperature. Excess oxalyl chloride was distilled away under reduced pressure. To this residue, solution of Piperidine (0.68 m... As a reaction SMILES: [CH3:1][N:2]1[CH2:19][CH2:18][C:5]2[N:6]([CH2:14][C:15](O)=[O:16])[C:7]3[CH:8]=[CH:9][C:10]([CH3:13])=[CH:11][C:12]=3[C:4]=2[CH2:3]1.C(Cl)(=O)C(Cl)=O.[NH:26]1[CH2:31][CH2:30][CH2:29][CH2:28][CH2:27]1>ClCCl.CN(C)C=O.CN(C1C=CN=CC=1)C>[CH3:1][N:2]1[CH2:19][CH2:18][C:5]2[N:6]([CH2:14][C:15]([N:26]3[CH2:31][CH2:30][CH2:29][CH2:28][CH2:27]3)=[O:16])[C:7]3[CH:8]=[CH:9][C:10]([CH3:13])=[CH:11][C:12]=3[C:4]=2[CH2:3]1. Conditions: temperature 0 celsius, time 1 hour. The yield is 42.4%. Reactants: N1CCCCC1 (Piperidine), CN1CC2=C(N(C=3C=CC(=CC23)C)CC(=O)O)CC1 (2-(2,8-dimethyl-3,4-dihydro-1H-pyrido[4,3-b]indol-5(2H)-yl)acetic acid), C(C(=O)Cl)(=O)Cl (oxalyl chloride). Solvent: C(Cl)Cl (DCM), ClCCl (dichloromethane). The product is CN1CC2=C(N(C=3C=CC(=CC23)C)CC(=O)N2CCCCC2)CC1 (2-(1,2,3,4-tetrahydro-2,8-dimethylpyrido[4,3-b]indol-5-yl)-1-(piperidin-1-yl)ethanone). Reagents/catalysts: CN(C)C=1C=CN=CC1 (DMAP), CN(C=O)C (dimethyl formamide). The reactants are NC=1C=C(C=CC1OC)/C=C/CO ((E)-3-(3-amino-4-methoxy-phenyl)-prop-2-en-1-ol). Reagents/catalysts: [OH-].[OH-].[Pd+2] (palladium hydroxide on carbon). Run in C(C)(=O)OCC (ethyl acetate). Run at time 8 hour. The product is NC=1C=C(C=CC1OC)CCCO (3-(3-amino-4-methoxy-phenyl)-propan-1-ol). The yield is 39.6%. RXN SMILES: [NH2:1][C:2]1[CH:3]=[C:4](/[CH:10]=[CH:11]/[CH2:12][OH:13])[CH:5]=[CH:6][C:7]=1[O:8][CH3:9]>C(OCC)(=O)C.[OH-].[OH-].[Pd+2]>[NH2:1][C:2]1[CH:3]=[C:4]([CH2:10][CH2:11][CH2:12][OH:13])[CH:5]=[CH:6][C:7]=1[O:8][CH3:9] |f:2.3.4|. Reported procedure: A mixture of (E)-3-(3-amino-4-methoxy-phenyl)-prop-2-en-1-ol (250 mg) and palladium hydroxide on carbon (20%, 50 mg) in ethyl acetate (10 mL) was stirred under hydrogen atmosphere (balloon pressure) overnight. The resulting mixture was filtered over a CELITE™ pad, the filter cake was washed with dichloromethane and the filtrate was evaporated under reduced pressure to give 100 mg of 3-(3-amino-4-methoxy-phenyl)-propan-1-ol without further purifications.